Dataset: the Open Reaction Database (ORD), a public repository of structured organic reaction records. Task: describe an organic reaction: reactants, conditions, products, and yield Reactants: secondary amines, C(C)(C)Br (isopropyl bromide), [Li]N([Si](C)(C)C)[Si](C)(C)C (LiN(TMS)2), C(=O)(OC)C(C1=CC=CC=C1)NC1=CC=C(C=C1)CN1C(=NC=2C1=NC(=CC2C)C)CC (3-[4-(N-(1-carbomethoxy-1-phenylmethyl)amino)phenylmethyl]-5,7-dimethyl-2-ethyl-3H-imidazo-[4,5-b]pyridine). Yields the product C(=O)(OC)C(C1=CC=CC=C1)N(C(C)C)C1=CC=C(C=C1)CN1C(=NC=2C1=NC(=CC2C)C)CC (3-[4-(N-(1-carbomethoxy-1-phenylmethyl)-N-iso-propylamino)phenylmethyl]-5,7-dimethyl-2-ethyl-3H-imidazo[4,5-b]-pyridine). RXN SMILES: [Li]N([Si](C)(C)C)[Si](C)(C)C.[C:11]([CH:15]([NH:22][C:23]1[CH:28]=[CH:27][C:26]([CH2:29][N:30]2[C:34]3=[N:35][C:36]([CH3:40])=[CH:37][C:38]([CH3:39])=[C:33]3[N:32]=[C:31]2[CH2:41][CH3:42])=[CH:25][CH:24]=1)[C:16]1[CH:21]=[CH:20][CH:19]=[CH:18][CH:17]=1)([O:13][CH3:14])=[O:12].[CH:43](Br)([CH3:45])[CH3:44]>>[C:11]([CH:15]([N:22]([C:23]1[CH:28]=[CH:27][C:26]([CH2:29][N:30]2[C:34]3=[N:35][C:36]([CH3:40])=[CH:37][C:38]([CH3:39])=[C:33]3[N:32]=[C:31]2[CH2:41][CH3:42])=[CH:25][CH:24]=1)[CH:43]([CH3:45])[CH3:44])[C:16]1[CH:17]=[CH:18][CH:19]=[CH:20][CH:21]=1)([O:13][CH3:14])=[O:12]. Procedure: Using the general procedure for the alkylation of secondary amines with LiN(TMS)2 described in Step A of Example 29, 3-[4-(N-(1-carbomethoxy -1-phenylmethyl)amino)phenylmethyl]-5,7-dimethyl-2-ethyl-3H-imidazo[4,5-b]pyridine (Step A, Example 28) was alkylated with isopropyl bromide. Standard workup and purification by flash chromatography afforded the title compound. Reactants: Brc1cn2ccnc2c(Br)n1, CC#N, [K+], [K+], O=C([O-])[O-], Nc1ccc2cnoc2c1. Product: Brc1cn2ccnc2c(Nc2ccc3cnoc3c2)n1. RXN SMILES: [Br:11][c:12]1[n:13][c:14]([Br:21])[c:15]2[n:16]([cH:17]1)[cH:18][cH:19][n:20]2.[CH3:28][C:29]#[N:30].[K+:22].[K+:23].[O-:24][C:25]([O-:26])=[O:27].[o:1]1[n:2][cH:3][c:4]2[c:5]1[cH:6][c:7]([NH2:10])[cH:8][cH:9]2>>[o:1]1[n:2][cH:3][c:4]2[c:5]1[cH:6][c:7]([NH:10][c:14]1[n:13][c:12]([Br:11])[cH:17][n:16]3[c:15]1[n:20][cH:19][cH:18]3)[cH:8][cH:9]2.